Dataset: the Open Reaction Database (ORD), a public repository of structured organic reaction records. Task: describe an organic reaction: reactants, conditions, products, and yield Starting materials: ClC1=CN=C(S1)C=1C=C(C=CC1)N1C=NC2=C1C=CC(=C2)C(C)O (1-{1-[3-(5-chloro-thiazol-2-yl)-phenyl]-1H-benzoimidazol-5-yl}-ethanol), C1(=CC=CC=C1)C (toluene), N12CCCCCC2=NCCC1 (1,8-diazabicyclo[5.4.0]undec-7-ene), C1(=CC=CC=C1)P(=O)(C1=CC=CC=C1)N=[N+]=[N-] (di-phenylphosphoryl azide). The solvent is C1CCOC1 (THF). Reaction conditions: temperature 10 celsius, time 45 minute. Yields the product ClC1=CN=C(S1)C=1C=C(C=CC1)N1C=NC2=C1C=CC(=C2)C(C)N (1-{1-[3-(5-Chloro-thiazol-2-yl)-phenyl]-1H-benzoimidazol-5-yl}-ethylamine). Isolated yield 75.5%. Reaction SMILES: [Cl:1][C:2]1[S:6][C:5]([C:7]2[CH:8]=[C:9]([N:13]3[C:17]4[CH:18]=[CH:19][C:20]([CH:22](O)[CH3:23])=[CH:21][C:16]=4[N:15]=[CH:14]3)[CH:10]=[CH:11][CH:12]=2)=[N:4][CH:3]=1.C1(C)C=CC=CC=1.[N:32]12CCCN=C1CCCCC2.C1(P(N=[N+]=[N-])(C2C=CC=CC=2)=O)C=CC=CC=1>C1COCC1>[Cl:1][C:2]1[S:6][C:5]([C:7]2[CH:8]=[C:9]([N:13]3[C:17]4[CH:18]=[CH:19][C:20]([CH:22]([NH2:32])[CH3:23])=[CH:21][C:16]=4[N:15]=[CH:14]3)[CH:10]=[CH:11][CH:12]=2)=[N:4][CH:3]=1. Procedure: A stirred suspension of 1-{1-[3-(5-chloro-thiazol-2-yl)-phenyl]-1H-benzoimidazol-5-yl}-ethanol (1.0 g, 2.80 mmol) in a mixture anhydrous toluene (60 ml) and THF (10 ml) was cooled to 10° C. and 1,8-diazabicyclo[5.4.0]undec-7-ene (0.5 ml, 3.36 mmol) and di-phenylphosphoryl azide (0.95 g, 3.36 mmol) were added, successively. Stirring was continued for 45 min at 10° C., whereafter the temperature was raised and the mixture was stirred at reflux for two days. The cooled mixture was concentrated in v... Starting materials: [H-].[Na+] (NaH), O (Water), N1C(=CC(=C1)C(=O)OCC)C(=O)OCC (diethyl pyrrole-2,4-dicarboxylate), BrCCBr (1,2-dibromoethane). Run in O1CCCC1 (tetrahydro-furan), O1CCCC1 (tetrahydrofuran). Yields the product BrCCN1C(=CC(=C1)C(=O)OCC)C(=O)OCC (Diethyl 1-(2-Bromoethyl)pyrrole-2,4-dicarboxylate). As a reaction SMILES: [NH:1]1[CH:5]=[C:4]([C:6]([O:8][CH2:9][CH3:10])=[O:7])[CH:3]=[C:2]1[C:11]([O:13][CH2:14][CH3:15])=[O:12].[H-].[Na+].[Br:18][CH2:19][CH2:20]Br.O>O1CCCC1>[Br:18][CH2:19][CH2:20][N:1]1[CH:5]=[C:4]([C:6]([O:8][CH2:9][CH3:10])=[O:7])[CH:3]=[C:2]1[C:11]([O:13][CH2:14][CH3:15])=[O:12] |f:1.2|. Procedure: A solution of diethyl pyrrole-2,4-dicarboxylate (5.50 g, 29.4 mmol) in tetrahydrofuran (200 ml) was cooled in an ice bath and a suspension of NaH (60%) (6.5 g, 68.6 mmol) in tetrahydro-furan (50 ml) was added in a stream. The reaction flask was warmed to room temperature. After stirring 1 h at room temperature 1,2-dibromoethane (25.2 ml, 294 mmol) was added and the mixture was refluxed for 24 h. Water (50 ml) was added to the reaction flask. The mixture was rotary evaporated to remove tetrahydro... The reactants are solution, Cl (hydrogen chloride), C(C)(C)(C)OC(=O)N1C[C@H](OCC1)COC1=C(C=CC=C1)CCC1=CC=CC=C1 ((S)-4-t-butoxycarbonyl-2-[2-(2-phenylethyl)phenoxymethyl]morpholine). Run in O1CCOCC1 (dioxane), O1CCOCC1 (dioxane). Run at time 1 hour. The product is Cl.C1(=CC=CC=C1)CCC1=C(OC[C@@H]2CNCCO2)C=CC=C1 ((S)-2-[2-(2-phenylethyl)phenoxymethyl]morpholine hydrochloride). Yield: 82.0%. Reaction SMILES: C(OC([N:8]1[CH2:13][CH2:12][O:11][C@H:10]([CH2:14][O:15][C:16]2[CH:21]=[CH:20][CH:19]=[CH:18][C:17]=2[CH2:22][CH2:23][C:24]2[CH:29]=[CH:28][CH:27]=[CH:26][CH:25]=2)[CH2:9]1)=O)(C)(C)C.[ClH:30]>O1CCOCC1>[ClH:30].[C:24]1([CH2:23][CH2:22][C:17]2[CH:18]=[CH:19][CH:20]=[CH:21][C:16]=2[O:15][CH2:14][C@H:10]2[O:11][CH2:12][CH2:13][NH:8][CH2:9]2)[CH:25]=[CH:26][CH:27]=[CH:28][CH:29]=1 |f:3.4|. Procedure: 0.500 g of (S)-4-t-butoxycarbonyl-2-[2-(2-phenylethyl)phenoxymethyl]morpholine [prepared as described in step (a) above] was dissolved in 2 ml of dioxane, and 4 ml of a 4N solution of hydrogen chloride in dioxane was added to the solution, which was then allowed to stand at room temperature for 1 hour. At the end of this time, the mixture was concentrated by distillation under reduced pressure. The resulting oil was dissolved in 15 ml of ethyl acetate and allowed to stand at room temperature. Th... Starting materials: CC#N, O=C(c1ccc(-c2ccccc2F)cc1)N1CCC(Cc2nc(C(F)(F)F)c[nH]2)CC1, NO. Product: N#Cc1c[nH]c(CC2CCN(C(=O)c3ccc(-c4ccccc4F)cc3)CC2)n1. Reaction SMILES: [CH3:34][C:35]#[N:36].[F:1][c:2]1[c:3](-[c:8]2[cH:9][cH:10][c:11]([C:14](=[O:15])[N:16]3[CH2:17][CH2:18][CH:19]([CH2:22][c:23]4[nH:24][cH:25][c:26]([C:28]([F:29])([F:30])[F:31])[n:27]4)[CH2:20][CH2:21]3)[cH:12][cH:13]2)[cH:4][cH:5][cH:6][cH:7]1.[NH2:32][OH:33]>>[F:1][c:2]1[c:3](-[c:8]2[cH:9][cH:10][c:11]([C:14](=[O:15])[N:16]3[CH2:17][CH2:18][CH:19]([CH2:22][c:23]4[nH:24][cH:25][c:26]([C:28]#[N:32])[n:27]4)[CH2:20][CH2:21]3)[cH:12][cH:13]2)[cH:4][cH:5][cH:6][cH:7]1. Starting materials: O=C(CCN1CCCCC1)C1CC2C=CC1C2, [Mg]c1ccccc1. Product: OC(CCN1CCCCC1)(c1ccccc1)C1CC2C=CC1C2. RXN SMILES: [CH:1]12[CH:2]([C:8]([CH2:9][CH2:10][N:11]3[CH2:12][CH2:13][CH2:14][CH2:15][CH2:16]3)=[O:17])[CH2:3][CH:4]([CH:5]=[CH:6]1)[CH2:7]2.[c:18]1([Mg:24])[cH:19][cH:20][cH:21][cH:22][cH:23]1>>[CH:1]12[CH:2]([C:8]([CH2:9][CH2:10][N:11]3[CH2:12][CH2:13][CH2:14][CH2:15][CH2:16]3)([OH:17])[c:18]3[cH:19][cH:20][cH:21][cH:22][cH:23]3)[CH2:3][CH:4]([CH:5]=[CH:6]1)[CH2:7]2. The product is O=C(Nc1cccc(F)c1)Nc1ccc2nc(NC3CCc4ccccc43)ccc2c1. The reactants are Nc1ccc2nc(NC3CCc4ccccc43)ccc2c1, O=C=Nc1cccc(F)c1. RXN SMILES: [CH:1]1([NH:10][c:11]2[n:12][c:13]3[cH:14][cH:15][c:16]([NH2:21])[cH:17][c:18]3[cH:19][cH:20]2)[CH2:2][CH2:3][c:4]2[cH:5][cH:6][cH:7][cH:8][c:9]21.[F:22][c:23]1[cH:24][c:25]([N:29]=[C:30]=[O:31])[cH:26][cH:27][cH:28]1>>[CH:1]1([NH:10][c:11]2[n:12][c:13]3[cH:14][cH:15][c:16]([NH:21][C:30]([NH:29][c:25]4[cH:24][c:23]([F:22])[cH:28][cH:27][cH:26]4)=[O:31])[cH:17][c:18]3[cH:19][cH:20]2)[CH2:2][CH2:3][c:4]2[cH:5][cH:6][cH:7][cH:8][c:9]21. Reactants: O=C([O-])[O-], Cc1cc([N+](=O)[O-])ccc1O, CN(C)C=O, O=C([O-])C(F)(F)Cl, [Cs+], [Cs+], [Na+], O. Product: Cc1cc([N+](=O)[O-])ccc1OC(F)F. Reaction SMILES: [C:12](=[O:13])([O-:14])[O-:15].[CH3:1][c:2]1[c:3]([OH:11])[cH:4][cH:5][c:6]([N+:8](=[O:9])[O-:10])[cH:7]1.[CH3:26][N:27]([CH3:28])[CH:29]=[O:30].[Cl:18][C:19]([C:20]([O-:21])=[O:22])([F:23])[F:24].[Cs+:16].[Cs+:17].[Na+:25].[OH2:31]>>[CH3:1][c:2]1[c:3]([O:11][CH:19]([F:23])[F:24])[cH:4][cH:5][c:6]([N+:8](=[O:9])[O-:10])[cH:7]1. Starting materials: CC(C)(C)OC(=O)N1CCC(n2cnc(-c3ccc(F)cc3)c2-c2ccnc(N)n2)C1, CC(C)(C)OC(=O)N1CC(n2cnc(-c3ccc(F)cc3)c2-c2ccnc(N)n2)C1, Nc1nccc(-c2c(-c3ccc(F)cc3)ncn2C2CNC2)n1. Product: Nc1nccc(-c2c(-c3ccc(F)cc3)ncn2C2CCNC2)n1. Reaction SMILES: [NH2:1][c:2]1[n:3][cH:4][cH:5][c:6](-[c:8]2[c:9](-[c:25]3[cH:26][cH:27][c:28]([F:31])[cH:29][cH:30]3)[n:10][cH:11][n:12]2[CH:13]2[CH2:14][N:15]([C:18]([O:19][C:20]([CH3:21])([CH3:22])[CH3:23])=[O:24])[CH2:16][CH2:17]2)[n:7]1.[NH2:32][c:33]1[n:34][c:35](-[c:36]2[n:37]([CH:38]3[CH2:39][N:40]([C:41]([O:42][C:43]([CH3:44])([CH3:45])[CH3:46])=[O:47])[CH2:48]3)[cH:49][n:50][c:51]2-[c:52]2[cH:53][cH:54][c:55]([F:56])[cH:57][cH:58]2)[cH:59][cH:60][n:61]1.[NH:62]1[CH2:63][CH:64]([n:65]2[c:66](-[c:67]3[cH:68][cH:69][n:70][c:71]([NH2:72])[n:73]3)[c:74](-[c:75]3[cH:76][cH:77][c:78]([F:79])[cH:80][cH:81]3)[n:82][cH:83]2)[CH2:84]1>>[NH2:1][c:2]1[n:3][cH:4][cH:5][c:6](-[c:8]2[c:9](-[c:25]3[cH:26][cH:27][c:28]([F:31])[cH:29][cH:30]3)[n:10][cH:11][n:12]2[CH:13]2[CH2:14][NH:15][CH2:16][CH2:17]2)[n:7]1. Reported procedure: 18.9 g (0.10 mol) of 4-chloro-1-(2-thienyl)butanone are run into a solution, maintained at about 90° C., of 15 g (0.22 mol) of imidazole in 35 ml of toluene, and the mixture is heated to reflux for 4 hours. The reaction medium is diluted with ethyl acetate and the mixture is washed with water and extracted with dilute hydrochloric acid solution.The aqueous phase is alkalinised with sodium hydroxide and extracted with ethyl acetate, which is dried over dry sodium sulphate. The solution is treated... The solvent is C(C)(=O)OCC (ethyl acetate), C1(=CC=CC=C1)C (toluene). The product is Cl.N1(C=NC=C1)CCC(CC=1SC=CC1)=O (4-(1-imidazolyl)-1-(2-thienyl)butanone hydrochloride). Starting materials: ClCCC(CC=1SC=CC1)=O (4-chloro-1-(2-thienyl)butanone), N1C=NC=C1 (imidazole). As a reaction SMILES: [Cl:1][CH2:2][CH2:3][C:4](=[O:11])[CH2:5][C:6]1[S:7][CH:8]=[CH:9][CH:10]=1.[NH:12]1[CH:16]=[CH:15][N:14]=[CH:13]1>C1(C)C=CC=CC=1.C(OCC)(=O)C>[ClH:1].[N:12]1([CH2:2][CH2:3][C:4](=[O:11])[CH2:5][C:6]2[S:7][CH:8]=[CH:9][CH:10]=2)[CH:16]=[CH:15][N:14]=[CH:13]1 |f:4.5|.